This data is from the Open Reaction Database (ORD), a public repository of structured organic reaction records. The task is: describe an organic reaction: reactants, conditions, products, and yield Starting materials: C(\C=C\C)#N (crotononitrile), O1CCCC1 (tetrahydrofuran), 16.5, O1CCN(CC1)C(C#N)C1=CC(=C(C=C1)N1CCOCC1)[N+](=O)[O-] (α-morpholino-α(4-morpholino-3-nitrophenyl)-acetonitrile), O1CCCC1 (tetrahydrofuran), [OH-].[K+] (potassium hydroxide). Solvent: O (water), CO (methanol). Run at time 6 hour. Yields the product O1CCN(CC1)C1=C(C=C(C=C1)C(C(CC#N)C)(N1CCOCC1)C#N)[N+](=O)[O-] (4-(4-morpholino-3-nitrophenyl)-4-(cyano)-4-(morpholino)-3-methylbutyronitrile). RXN SMILES: [C:1](#[N:5])/[CH:2]=[CH:3]/[CH3:4].O1CCCC1.[O:11]1[CH2:16][CH2:15][N:14]([CH:17]([C:20]2[CH:25]=[CH:24][C:23]([N:26]3[CH2:31][CH2:30][O:29][CH2:28][CH2:27]3)=[C:22]([N+:32]([O-:34])=[O:33])[CH:21]=2)[C:18]#[N:19])[CH2:13][CH2:12]1.[OH-].[K+]>O.CO>[O:29]1[CH2:30][CH2:31][N:26]([C:23]2[CH:24]=[CH:25][C:20]([C:17]([C:18]#[N:19])([N:14]3[CH2:15][CH2:16][O:11][CH2:12][CH2:13]3)[CH:3]([CH3:4])[CH2:2][C:1]#[N:5])=[CH:21][C:22]=2[N+:32]([O-:34])=[O:33])[CH2:27][CH2:28]1 |f:3.4|. Procedure: A solution of 8.0 parts of crotononitrile in 20 parts by volume of tetrahydrofuran is added to a stirred mixture of 16.5 parts of α-morpholino-α(4-morpholino-3-nitrophenyl)-acetonitrile in 150 parts by volume of tetrahydrofuran and 1.5 parts of potassium hydroxide in 5 parts by volume of methanol at room temperature under an atmosphere of nitrogen. The reaction mixture is stirred for a further 6 hours, diluted with 500 parts by volume of water and extracted with 4×250 parts by volume of ethyl ac... The reactants are NC=1N=CN(C1C(=O)N)CC1=CC(=CC=C1)Cl (4-amino-1-(3-chlorobenzyl)-5-imidazole carboxamide), C(C1=CN=CC=C1)(=O)O (nicotinic acid). Product: ClC=1C=C(CN2C=NC(=C2C(=O)N)NC(=O)C=2C=NC=CC2)C=CC1 (1-(3-chlorobenzyl)-4-(3-pyridylcarbonylamino)-5-imidazolecarboxamide). The yield is 78.0%. As a reaction SMILES: [NH2:1][C:2]1[N:3]=[CH:4][N:5]([CH2:10][C:11]2[CH:16]=[CH:15][CH:14]=[C:13]([Cl:17])[CH:12]=2)[C:6]=1[C:7]([NH2:9])=[O:8].[C:18](O)(=[O:25])[C:19]1[CH:24]=[CH:23][CH:22]=[N:21][CH:20]=1>>[Cl:17][C:13]1[CH:12]=[C:11]([CH:16]=[CH:15][CH:14]=1)[CH2:10][N:5]1[C:6]([C:7]([NH2:9])=[O:8])=[C:2]([NH:1][C:18]([C:19]2[CH:20]=[N:21][CH:22]=[CH:23][CH:24]=2)=[O:25])[N:3]=[CH:4]1. Procedure: An amidation reaction and post-treatment were carried out under the same conditions as in Example 19, using 1.50 g (5.98 mmol) of 4-amino-1-(3-chlorobenzyl)-5-imidazole carboxamide which was prepared in the same manner as in Example 51 and nicotinic acid instead of cyclopentylacetic acid to obtain 1.65 g of 1-(3-chlorobenzyl)-4-(3-pyridylcarbonylamino)-5-imidazolecarboxamide (yield 78%). Reactants: C1CCOC1, CNc1cc(C)ccc1[N+](=O)[O-], CO, O=C[O-], [NH4+]. RXN SMILES: [CH2:17]1[O:18][CH2:19][CH2:20][CH2:21]1.[CH3:1][NH:2][c:3]1[c:4]([N+:10]([O-:11])=[O:12])[cH:5][cH:6][c:7]([CH3:9])[cH:8]1.[CH3:22][OH:23].[CH:13]([O-:14])=[O:15].[NH4+:16]>>[CH3:1][NH:2][c:3]1[c:4]([NH2:10])[cH:5][cH:6][c:7]([CH3:9])[cH:8]1. The product is CNc1cc(C)ccc1N. The reactants are C[C@@](CO)([C@H](C)O)[N+](=O)[O-] ((+-)(2R*,3S*)-2-methyl-2-nitro-1,3-butanediol), C(C)(=O)O (acetic acid). The reagents and catalysts are [Pd] (Pd/C). Solvent: CCO (EtOH). Reaction conditions: time 48 hour. Product: C(C)(=O)O.N[C@](CO)([C@@H](C)O)C ((+-)(2R*,3R*)-2-Amino-2-methyl-1,3-butanediol acetate). RXN SMILES: [CH3:1][C@:2]([N+:8]([O-])=O)([C@@H:5]([OH:7])[CH3:6])[CH2:3][OH:4].[C:11]([OH:14])(=[O:13])[CH3:12]>CCO.[Pd]>[C:11]([OH:14])(=[O:13])[CH3:12].[NH2:8][C@@:2]([CH3:1])([C@H:5]([OH:7])[CH3:6])[CH2:3][OH:4] |f:4.5|. Procedure: To a solution of (+-)(2R*,3R*)-2-methyl-2-nitro-1,3-butanediol (2B, 22.1 g, 0.148 mol) in 95% EtOH (150 mL) was added glacial acetic acid (25 mL) and 10% Pd/C (MCB, 2.0 g). The reduction was carried out in a Parr apparatus at 50 psi of H2 during a 48 h period at RT. The catalyst was removed by filtration through a Millipore® filter, and the solvent removed under vacuum (2 days). The viscous, colorless syrup was dissolved in abs. EtOH (30 mL). Dilution with abs. Et2O (300 mL) gave a cloudy liquid... Reactants: C(P(OCCCCC)(OCCCCC)=O)P(OCCCCC)(OCCCCC)=O (tetra-n-pentyl methylenebisphosphonate), C=O (paraformaldehyde), C(C)NCC (diethylamine). Solvent: CO (methanol). Yields the product C(=C)(P(OCCCCC)(OCCCCC)=O)P(OCCCCC)(OCCCCC)=O (tetra-n-pentyl ethenylidenebisphosphonate). Yield: 68.3%. RXN SMILES: [CH2:1]([P:16](=[O:29])([O:23][CH2:24][CH2:25][CH2:26][CH2:27][CH3:28])[O:17][CH2:18][CH2:19][CH2:20][CH2:21][CH3:22])[P:2](=[O:15])([O:9][CH2:10][CH2:11][CH2:12][CH2:13][CH3:14])[O:3][CH2:4][CH2:5][CH2:6][CH2:7][CH3:8].C=O.[CH2:32](NCC)C>CO>[C:1]([P:2](=[O:15])([O:9][CH2:10][CH2:11][CH2:12][CH2:13][CH3:14])[O:3][CH2:4][CH2:5][CH2:6][CH2:7][CH3:8])([P:16](=[O:29])([O:17][CH2:18][CH2:19][CH2:20][CH2:21][CH3:22])[O:23][CH2:24][CH2:25][CH2:26][CH2:27][CH3:28])=[CH2:32]. Procedure details: 20.20 g (44.0 mmol) of tetra-n-pentyl methylenebisphosphonate, 6.61 g (220.0 mmol) of paraformaldehyde and 3.22 g (64.0 mmol) of diethylamine are combined with the same reactants and the same conditions as described above in Example I. This mixture is then refluxed for 48 hours. After the methanol is eliminated as described above in Example I. 14.08 g of tetra-n-pentyl ethenylidenebisphosphonate is produced as a clear liquid. Starting materials: C1COCCO1, FC1(C2CC2)CNC1, CCN(C(C)C)C(C)C, O=C(CC(F)(F)F)Nc1ccc(Sc2nc(Cl)cc(Nc3ccccn3)n2)cc1, Cl. The product is O=C(CC(F)(F)F)Nc1ccc(Sc2nc(Nc3ccccn3)cc(N3CC(F)(C4CC4)C3)n2)cc1. Reaction SMILES: [CH2:48]1[O:49][CH2:50][CH2:51][O:52][CH2:53]1.[CH:31]1([C:34]2([F:38])[CH2:35][NH:36][CH2:37]2)[CH2:32][CH2:33]1.[CH:39]([N:40]([CH2:41][CH3:42])[CH:43]([CH3:44])[CH3:45])([CH3:46])[CH3:47].[Cl:1][c:2]1[n:3][c:4]([S:15][c:16]2[cH:17][cH:18][c:19]([NH:22][C:23]([CH2:24][C:25]([F:26])([F:27])[F:28])=[O:29])[cH:20][cH:21]2)[n:5][c:6]([NH:8][c:9]2[n:10][cH:11][cH:12][cH:13][cH:14]2)[cH:7]1.[ClH:30]>>[c:2]1([N:36]2[CH2:35][C:34]([CH:31]3[CH2:32][CH2:33]3)([F:38])[CH2:37]2)[n:3][c:4]([S:15][c:16]2[cH:17][cH:18][c:19]([NH:22][C:23]([CH2:24][C:25]([F:26])([F:27])[F:28])=[O:29])[cH:20][cH:21]2)[n:5][c:6]([NH:8][c:9]2[n:10][cH:11][cH:12][cH:13][cH:14]2)[cH:7]1.